Task: describe an organic reaction: reactants, conditions, products, and yield. Dataset: the Open Reaction Database (ORD), a public repository of structured organic reaction records Starting materials: Cl.N[C@H]1CN(CC1)C1=C(C=C(C=C1)N1C(O[C@H](C1)CN1N=NC=C1)=O)F ((5R)-3-(4-((3R)-3-Aminopyrrolidin-1-yl)-3-fluorophenyl)-5-(1,2,3-triazol-1-ylmethyl)-oxazolidin-2-one hydrochloride), C(C)(C)N(CC)C(C)C (diisopropylethylamine), C(C)(C)N(CC)C(C)C (diisopropylethylamine), C(OC[C@H]1OC(OC1)(C)C)(OC1=CC=C(C=C1)[N+](=O)[O-])=O ((4S)-2,2-dimethyl-1,3-dioxolan-4-ylmethyl 4-nitrophenyl carbonate). Run in O1CCCC1 (tetrahydrofuran), ClCCl (dichloromethane). The product is CC1(OC[C@H](O1)COC(=O)N[C@H]1CN(CC1)C1=C(C=C(C=C1)N1C(O[C@H](C1)CN1N=NC=C1)=O)F)C ((5R)-3-(4-((3R)-3-((4S)-2,2-dimethyl-1,3-dioxolan-4-ylmethoxy-carbonylamino)pyrrolidin-1-yl)-3-fluorophenyl)-5-(1,2,3-triazol-1-ylmethyl)oxazolidin-2-one). Yield: 51.8%. As a reaction SMILES: Cl.[NH2:2][C@@H:3]1[CH2:7][CH2:6][N:5]([C:8]2[CH:13]=[CH:12][C:11]([N:14]3[CH2:18][C@H:17]([CH2:19][N:20]4[CH:24]=[CH:23][N:22]=[N:21]4)[O:16][C:15]3=[O:25])=[CH:10][C:9]=2[F:26])[CH2:4]1.C(N(C(C)C)CC)(C)C.[C:36](=O)([O:46]C1C=CC([N+]([O-])=O)=CC=1)[O:37][CH2:38][C@@H:39]1[CH2:43][O:42][C:41]([CH3:45])([CH3:44])[O:40]1>O1CCCC1.ClCCl>[CH3:44][C:41]1([CH3:45])[O:40][C@H:39]([CH2:38][O:37][C:36]([NH:2][C@@H:3]2[CH2:7][CH2:6][N:5]([C:8]3[CH:13]=[CH:12][C:11]([N:14]4[CH2:18][C@H:17]([CH2:19][N:20]5[CH:24]=[CH:23][N:22]=[N:21]5)[O:16][C:15]4=[O:25])=[CH:10][C:9]=3[F:26])[CH2:4]2)=[O:46])[CH2:43][O:42]1 |f:0.1|. Procedure details: (5R)-3-(4-((3R)-3-Aminopyrrolidin-1-yl)-3-fluorophenyl)-5-(1,2,3-triazol-1-ylmethyl)-oxazolidin-2-one hydrochloride (400 mg, 1.05 mM) was suspended in tetrahydrofuran (10 ml) and treated with diisopropylethylamine (176 mg, 1.36 mM) and (4S)-2,2-dimethyl-1,3-dioxolan-4-ylmethyl 4-nitrophenyl carbonate (429 mg, 1.44 mM) dissolved in dichloromethane (5 ml). The mixture was stirred vigorously at ambient temperature for 18 hours, with the addition of two further portions of diisopropylethylamine (137... Reactants: ClC1=C(C(=CC=C1)F)C1=NN(C(N1)=O)C1=CC(=C(C(=O)O)C=C1)OC (4-(3-(2-chloro-6-fluorophenyl)-5-oxo-4,5-dihydro-1H-1,2,4-triazol-1-yl)-2-methoxybenzoic acid), FC(C1=C(C=CC=C1)CN)(F)F (1-[2-(trifluoromethyl)phenyl]methanamine), C(C)(C)N(CC)C(C)C (di-isopropyl ethyl amine), CN(C)C(=[N+](C)C)ON1C2=C(C=CC=C2)N=N1.[B-](F)(F)(F)F (TBTU). Run in C1CCOC1 (THF). Yields the product ClC1=C(C(=CC=C1)F)C1=NN(C(N1)=O)C1=CC(=C(C(=O)NCC2=C(C=CC=C2)C(F)(F)F)C=C1)OC (4-[3-(2-Chloro-6-fluorophenyl)-5-oxo-4,5-dihydro-1H-1,2,4-triazol-1-yl]-2-methoxy-N-[2-(trifluoromethyl)benzyl]benzamide). Isolated yield 17.8%. RXN SMILES: [Cl:1][C:2]1[CH:7]=[CH:6][CH:5]=[C:4]([F:8])[C:3]=1[C:9]1[NH:13][C:12](=[O:14])[N:11]([C:15]2[CH:23]=[CH:22][C:18]([C:19](O)=[O:20])=[C:17]([O:24][CH3:25])[CH:16]=2)[N:10]=1.C(N(C(C)C)CC)(C)C.CN(C(ON1N=NC2C=CC=CC1=2)=[N+](C)C)C.[B-](F)(F)(F)F.[F:57][C:58]([F:68])([F:67])[C:59]1[CH:64]=[CH:63][CH:62]=[CH:61][C:60]=1[CH2:65][NH2:66]>C1COCC1>[Cl:1][C:2]1[CH:7]=[CH:6][CH:5]=[C:4]([F:8])[C:3]=1[C:9]1[NH:13][C:12](=[O:14])[N:11]([C:15]2[CH:23]=[CH:22][C:18]([C:19]([NH:66][CH2:65][C:60]3[CH:61]=[CH:62][CH:63]=[CH:64][C:59]=3[C:58]([F:57])([F:67])[F:68])=[O:20])=[C:17]([O:24][CH3:25])[CH:16]=2)[N:10]=1 |f:2.3|. Procedure: The title compound was prepared according to the procedure described in Example-17 by using 4-(3-(2-chloro-6-fluorophenyl)-5-oxo-4,5-dihydro-1H-1,2,4-triazol-1-yl)-2-methoxybenzoic acid (Intermediate-15, 0.100 g, 0.270 mmol), THF (5 mL), di-isopropyl ethyl amine (1.0 mL), TBTU (0.177 g, 0.540 mmol) and 1-[2-(trifluoromethyl)phenyl]methanamine (0.072 g, 0.410 mmol) to afford 0.025 g of desired product. 1H NMR (300 MHz, DMSO d6): δ 3.96 (s, 3H), 4.70 (d, J=4.8 Hz, 2H), 7.45-7.50 (m, 3H), 7.57 (t, ... Procedure details: Starting from 1-(4-(4-(8-oxa-3-azabicyclo[3.2.1]octan-3-yl)-6-(4-oxopiperidin-1-yl)-1,3,5-triazin-2-yl)phenyl)-3-(pyridin-4-yl)urea.TFA (50 mg) and ethanolamine (0.020 mL) and following the procedure as outlined in example 118, the title compound was isolated as its di-TFA salt after HPLC purification. MS (ES+) 546.7 (M+H)+ Yields the product C12CN(CC(CC1)O2)C2=NC(=NC(=N2)N2CCC(CC2)NCCO)C2=CC=C(C=C2)NC(=O)NC2=CC=NC=C2 (1-(4-(4-(8-oxa-3-azabicyclo[3.2.1]octan-3-yl)-6-(4-(2-hydroxyethylamino)piperidin-1-yl)-1,3,5-triazin-2-yl)phenyl)-3-(pyridin-4-yl)urea), di-TFA. RXN SMILES: [CH:1]12[O:8][CH:5]([CH2:6][CH2:7]1)[CH2:4][N:3]([C:9]1[N:14]=[C:13]([N:15]3[CH2:20][CH2:19][C:18](=O)[CH2:17][CH2:16]3)[N:12]=[C:11]([C:22]3[CH:27]=[CH:26][C:25]([NH:28][C:29]([NH:31][C:32]4[CH:37]=[CH:36][N:35]=[CH:34][CH:33]=4)=[O:30])=[CH:24][CH:23]=3)[N:10]=1)[CH2:2]2.C(O)(C(F)(F)F)=O.[CH2:45]([CH2:47][NH2:48])[OH:46]>>[CH:1]12[O:8][CH:5]([CH2:6][CH2:7]1)[CH2:4][N:3]([C:9]1[N:14]=[C:13]([N:15]3[CH2:20][CH2:19][CH:18]([NH:48][CH2:47][CH2:45][OH:46])[CH2:17][CH2:16]3)[N:12]=[C:11]([C:22]3[CH:27]=[CH:26][C:25]([NH:28][C:29]([NH:31][C:32]4[CH:37]=[CH:36][N:35]=[CH:34][CH:33]=4)=[O:30])=[CH:24][CH:23]=3)[N:10]=1)[CH2:2]2. The reactants are C(O)CN (ethanolamine), C12CN(CC(CC1)O2)C2=NC(=NC(=N2)N2CCC(CC2)=O)C2=CC=C(C=C2)NC(=O)NC2=CC=NC=C2 (1-(4-(4-(8-oxa-3-azabicyclo[3.2.1]octan-3-yl)-6-(4-oxopiperidin-1-yl)-1,3,5-triazin-2-yl)phenyl)-3-(pyridin-4-yl)urea), C(=O)(C(F)(F)F)O (TFA). Reaction SMILES: Cl.[CH3:2][O:3][C:4](=[O:11])[C@@H:5]([CH2:7][CH:8]([CH3:10])[CH3:9])[NH2:6].[O-]S([O-])(=O)=O.[Mg+2].[F:18][C:19]1[CH:26]=[CH:25][C:22]([CH:23]=O)=[CH:21][CH:20]=1.[BH4-].[Na+]>CO.CCN(CC)CC.C1COCC1>[F:18][C:19]1[CH:26]=[CH:25][C:22]([CH2:23][NH:6][C@H:5]([CH2:7][CH:8]([CH3:10])[CH3:9])[C:4]([O:3][CH3:2])=[O:11])=[CH:21][CH:20]=1 |f:0.1,2.3,5.6|. The reactants are Cl.COC([C@H](N)CC(C)C)=O (D-leucine methyl ester hydrochloride), [BH4-].[Na+] (sodium borohydride), [O-]S(=O)(=O)[O-].[Mg+2] (MgSO4), FC1=CC=C(C=O)C=C1 (4-fluorobenzaldehyde). Yields the product FC1=CC=C(CN[C@@H](C(=O)OC)CC(C)C)C=C1 ((R)-methyl 2-(4-fluorobenzylamino)-4-methylpentanoate). Reported procedure: Synthesized according to the general procedure as described in Example 1a using D-leucine methyl ester hydrochloride (2 gm, 11.0 mmol), THF (30 mL), MgSO4 (2.24 gm, 18.7 mmol), 4-fluorobenzaldehyde (2.37 mL, 22.0 mmol), Et3N (1.53 mL), sodium borohydride (833 mg, 22.0 mmol), and methanol (40 mL) to give 11f (1.72 gm, 62%) in FIG. 2. 1H NMR (500 MHz, CDCl3): δ 0.84 (3H, d, J=6.59 Hz), 0.91 (3H, d, J=6.59 Hz), 1.4-1.52 (2H, m), 1.64-1.72 (1H, bs), 1.77 (1H, heptet), 3.27 (1H, t, J=7.41 Hz), 3.56 (... Run in CO (methanol), C1CCOC1 (THF), CCN(CC)CC (Et3N). The yield is 61.7%. Starting materials: CCOC(C)=O, CC1NC(=O)c2c1cc(F)c(F)c2Nc1ccccc1Cl, O=C1CCC(=O)N1I. The product is CC1NC(=O)c2c1cc(F)c(F)c2Nc1ccc(I)cc1Cl. As a reaction SMILES: [CH3:30][CH2:31][O:32][C:33]([CH3:34])=[O:35].[Cl:1][c:2]1[c:3]([NH:8][c:9]2[c:10]([F:21])[c:11]([F:20])[cH:12][c:13]3[c:17]2[C:16](=[O:18])[NH:15][CH:14]3[CH3:19])[cH:4][cH:5][cH:6][cH:7]1.[O:22]=[C:23]1[N:24]([I:29])[C:25](=[O:26])[CH2:27][CH2:28]1>>[Cl:1][c:2]1[c:3]([NH:8][c:9]2[c:10]([F:21])[c:11]([F:20])[cH:12][c:13]3[c:17]2[C:16](=[O:18])[NH:15][CH:14]3[CH3:19])[cH:4][cH:5][c:6]([I:29])[cH:7]1. Reactants: BrC[C@H](CCCCCC)F ((S)-1-bromo-2-fluorooctane), FC(S(=O)(=O)OC1=C(C=C(C=C1F)C1CC[Si](CC1)(C1=CC=CC=C1)CCC)F)(F)F ((2,6-difluoro-4-(4-n-propyl-4-phenyl-4-silacyclohexyl)phenyl) trifluoromethanesulfonate). Product: C(CC)[Si@@H]1CC[C@H](CC1)C1=CC(=C(C(=C1)F)C[C@H](CCCCCC)F)F ((S)-4-(trans-4-n-propyl-4-silacyclohexyl)-1-(2-fluorooctyl)-2,6-difluorobenzene). Reaction SMILES: Br[CH2:2][C@@H:3]([F:10])[CH2:4][CH2:5][CH2:6][CH2:7][CH2:8][CH3:9].FC(F)(F)S(O[C:17]1[C:22]([F:23])=[CH:21][C:20]([CH:24]2[CH2:29][CH2:28][Si:27]([CH2:36][CH2:37][CH3:38])(C3C=CC=CC=3)[CH2:26][CH2:25]2)=[CH:19][C:18]=1[F:39])(=O)=O>>[CH2:36]([Si@H:27]1[CH2:26][CH2:25][C@H:24]([C:20]2[CH:19]=[C:18]([F:39])[C:17]([CH2:2][C@@H:3]([F:10])[CH2:4][CH2:5][CH2:6][CH2:7][CH2:8][CH3:9])=[C:22]([F:23])[CH:21]=2)[CH2:29][CH2:28]1)[CH2:37][CH3:38]. Procedure: The general procedure of Example 18 was repeated using (S)-1-bromo-2-fluorooctane and (2,6-difluoro-4-(4-n-propyl-4-phenyl-4-silacyclohexyl)phenyl) trifluoromethanesulfonate, thereby obtaining the intended compound. Starting materials: CON(C)C(=O)C(N)CC(=O)OC(C)(C)C, O=S(=O)(Cl)c1ccccc1OCc1ccccc1, ClCCl, c1ccncc1. Yields the product CON(C)C(=O)C(CC(=O)OC(C)(C)C)NS(=O)(=O)c1ccccc1OCc1ccccc1. As a reaction SMILES: [C:25]([CH3:26])([CH3:27])([CH3:28])[O:29][C:30]([CH2:31][CH:32]([C:33](=[O:34])[N:35]([CH3:36])[O:37][CH3:38])[NH2:39])=[O:40].[CH2:1]([c:2]1[cH:3][cH:4][cH:5][cH:6][cH:7]1)[O:8][c:9]1[c:10]([S:15](=[O:16])(=[O:17])[Cl:18])[cH:11][cH:12][cH:13][cH:14]1.[Cl:41][CH2:42][Cl:43].[cH:19]1[cH:20][cH:21][n:22][cH:23][cH:24]1>>[CH2:1]([c:2]1[cH:3][cH:4][cH:5][cH:6][cH:7]1)[O:8][c:9]1[c:10]([S:15](=[O:16])(=[O:17])[NH:39][CH:32]([CH2:31][C:30]([O:29][C:25]([CH3:26])([CH3:27])[CH3:28])=[O:40])[C:33](=[O:34])[N:35]([CH3:36])[O:37][CH3:38])[cH:11][cH:12][cH:13][cH:14]1. Starting materials: CCN(C(C)C)C(C)C, COc1cc2ncnc(Nc3cccc(Cl)c3F)c2cc1OC1CCNCC1, ClCCl, O=C(Cl)N1CCOCC1. Product: COc1cc2ncnc(Nc3cccc(Cl)c3F)c2cc1OC1CCN(C(=O)N2CCOCC2)CC1. RXN SMILES: [CH:38]([N:39]([CH:40]([CH3:41])[CH3:42])[CH2:43][CH3:44])([CH3:45])[CH3:46].[Cl:10][c:11]1[c:12]([F:37])[c:13]([NH:14][c:15]2[n:16][cH:17][n:18][c:19]3[cH:20][c:21]([O:32][CH3:33])[c:22]([O:25][CH:26]4[CH2:27][CH2:28][NH:29][CH2:30][CH2:31]4)[cH:23][c:24]23)[cH:34][cH:35][cH:36]1.[Cl:47][CH2:48][Cl:49].[O:1]1[CH2:2][CH2:3][N:4]([C:7](=[O:8])[Cl:9])[CH2:5][CH2:6]1>>[O:1]1[CH2:2][CH2:3][N:4]([C:7](=[O:8])[N:29]2[CH2:28][CH2:27][CH:26]([O:25][c:22]3[c:21]([O:32][CH3:33])[cH:20][c:19]4[n:18][cH:17][n:16][c:15]([NH:14][c:13]5[c:12]([F:37])[c:11]([Cl:10])[cH:36][cH:35][cH:34]5)[c:24]4[cH:23]3)[CH2:31][CH2:30]2)[CH2:5][CH2:6]1. The reactants are O=[N+]([O-])c1ccc2nc(-c3cccc(F)c3)cc(O)c2c1, O, O=P(Cl)(Cl)Cl. The product is O=[N+]([O-])c1ccc2nc(-c3cccc(F)c3)cc(Cl)c2c1. RXN SMILES: [N+:1](=[O:2])([O-:3])[c:4]1[cH:5][c:6]2[c:7]([OH:21])[cH:8][c:9](-[c:14]3[cH:15][c:16]([F:20])[cH:17][cH:18][cH:19]3)[n:10][c:11]2[cH:12][cH:13]1.[OH2:27].[P:22]([Cl:23])([Cl:24])([Cl:25])=[O:26]>>[N+:1](=[O:2])([O-:3])[c:4]1[cH:5][c:6]2[c:7]([Cl:24])[cH:8][c:9](-[c:14]3[cH:15][c:16]([F:20])[cH:17][cH:18][cH:19]3)[n:10][c:11]2[cH:12][cH:13]1. Procedure: To a stirred suspension of 6.4 g (0.13 mole) of 50% sodium hydride (mineral oil) in 50 ml of dimethylsulfoxide was added dropwise 6.4 g (0.063 mole) of 1-methyl-3-pyrrolidinol. During addition, the temperature rose from 25° C. to 31° C. After 10 minutes, a solution of 10 g (0.063 mole) of 2-chloronicotinic acid in 50 ml of dimethylsulfoxide was added dropwise causing the temperature to rise. When the temperature reached 55° C., it was maintained there by the intermittent use of an ice bath until... Product: CN1CC(CC1)OC1=NC=CC=C1C(=O)[O-].[Na+] (Sodium 2-[(1-methyl-3-pyrrolidinyl)oxy]-3-pyridinecarboxylate). Run at time 10 minute. Run in CS(=O)C (dimethylsulfoxide), CS(=O)C (dimethylsulfoxide). As a reaction SMILES: [H-].[Na+:2].[CH3:3][N:4]1[CH2:8][CH2:7][CH:6]([OH:9])[CH2:5]1.Cl[C:11]1[N:19]=[CH:18][CH:17]=[CH:16][C:12]=1[C:13]([OH:15])=[O:14].C([O-])(=O)C.[Na+]>CS(C)=O>[CH3:3][N:4]1[CH2:8][CH2:7][CH:6]([O:9][C:11]2[C:12]([C:13]([O-:15])=[O:14])=[CH:16][CH:17]=[CH:18][N:19]=2)[CH2:5]1.[Na+:2] |f:0.1,4.5,7.8|. The reactants are ClC1=C(C(=O)O)C=CC=N1 (2-chloronicotinic acid), C(C)(=O)[O-].[Na+] (sodium acetate), [H-].[Na+] (sodium hydride), CN1CC(CC1)O (1-methyl-3-pyrrolidinol).